Dataset: the Open Reaction Database (ORD), a public repository of structured organic reaction records. Task: describe an organic reaction: reactants, conditions, products, and yield The reactants are CC(=O)OC(C)=O, Cc1n[nH]c(C(F)(F)F)c1N. Yields the product CC(=O)Nc1c(C)n[nH]c1C(F)(F)F. Reaction SMILES: [CH3:12][C:13](=[O:14])[O:15][C:16](=[O:17])[CH3:18].[CH3:1][c:2]1[n:3][nH:4][c:5]([C:8]([F:9])([F:10])[F:11])[c:6]1[NH2:7]>>[CH3:1][c:2]1[n:3][nH:4][c:5]([C:8]([F:9])([F:10])[F:11])[c:6]1[NH:7][C:13]([CH3:12])=[O:14]. Reactants: O=C(Cl)OCc1ccccc1, ClCCl, COc1ccc(-c2cn(C3CCCC3)c3ncnc(N)c23)cc1N, c1ccncc1. The product is COc1ccc(-c2cn(C3CCCC3)c3ncnc(N)c23)cc1NC(=O)OCc1ccccc1. As a reaction SMILES: [Cl:25][C:26](=[O:27])[O:28][CH2:29][c:30]1[cH:31][cH:32][cH:33][cH:34][cH:35]1.[Cl:36][CH2:37][Cl:38].[NH2:1][c:2]1[cH:3][c:4](-[c:10]2[cH:11][n:12]([CH:20]3[CH2:21][CH2:22][CH2:23][CH2:24]3)[c:13]3[n:14][cH:15][n:16][c:17]([NH2:19])[c:18]23)[cH:5][cH:6][c:7]1[O:8][CH3:9].[cH:39]1[cH:40][cH:41][n:42][cH:43][cH:44]1>>[NH:1]([c:2]1[cH:3][c:4](-[c:10]2[cH:11][n:12]([CH:20]3[CH2:21][CH2:22][CH2:23][CH2:24]3)[c:13]3[n:14][cH:15][n:16][c:17]([NH2:19])[c:18]23)[cH:5][cH:6][c:7]1[O:8][CH3:9])[C:26](=[O:27])[O:28][CH2:29][c:30]1[cH:31][cH:32][cH:33][cH:34][cH:35]1.